This data is from the Open Reaction Database (ORD), a public repository of structured organic reaction records. The task is: describe an organic reaction: reactants, conditions, products, and yield Reactants: C(C)OC(=O)C=1C=NC2=C(C=CC=C2C1NC1CCCC1)OC (4-cyclopentylamino-8-methoxy-quinoline-3-carboxylic acid ethyl ester), CN=C=O (methyl isocyanate). The product is C1(CCCC1)N1C(N(C(C=2C=NC=3C(=CC=CC3C21)OC)=O)C)=O (1-Cyclopentyl-7-methoxy-3-methyl-1H-pyrimido[5,4-c]quinoline-2,4-dione). The yield is 55.3%. As a reaction SMILES: C(O[C:4]([C:6]1[CH:7]=[N:8][C:9]2[C:14]([C:15]=1[NH:16][CH:17]1[CH2:21][CH2:20][CH2:19][CH2:18]1)=[CH:13][CH:12]=[CH:11][C:10]=2[O:22][CH3:23])=[O:5])C.[CH3:24][N:25]=[C:26]=[O:27]>>[CH:17]1([N:16]2[C:15]3[C:14]4[CH:13]=[CH:12][CH:11]=[C:10]([O:22][CH3:23])[C:9]=4[N:8]=[CH:7][C:6]=3[C:4](=[O:5])[N:25]([CH3:24])[C:26]2=[O:27])[CH2:21][CH2:20][CH2:19][CH2:18]1. Procedure details: 1-Cyclopentyl-7-methoxy-3-methyl-1H-pyrimido[5,4-c]quinoline-2,4-dione (18 mg) was prepared from 4-cyclopentylamino-8-methoxy-quinoline-3-carboxylic acid ethyl ester (0.1 mmol) and methyl isocyanate (0.5 mmol) following general procedure C. LCMS: m/z 326 [M+1]+. Reactants: C(C)(=O)OCC (ethyl acetate), BrC1=C(C=CC=C1)S(=O)(=O)Cl (2-bromobenzene sulfonyl chloride), CN(C)C1=NC=CC=C1 (dimethylaminopyridine), C (charcoal). Reaction conditions: temperature 9 celsius. Yields the product CC=1C(=NOC1C)NS(=O)(=O)C1=C(C=CC=C1)Br (N-(4,5-Dimethylisoxazol-3-yl)-2-bromobenzenesulfonamide). As a reaction SMILES: [Br:1][C:2]1[CH:7]=[CH:6][CH:5]=[CH:4][C:3]=1[S:8](Cl)(=[O:10])=[O:9].C[N:13]([C:15]1[CH:20]=[CH:19]C=C[N:16]=1)C.C.C([O:25][CH2:26][CH3:27])(=O)C>>[CH3:19][C:20]1[C:15]([NH:16][S:8]([C:3]2[CH:4]=[CH:5][CH:6]=[CH:7][C:2]=2[Br:1])(=[O:10])=[O:9])=[N:13][O:25][C:26]=1[CH3:27]. Procedure details: A 500 mL flask was charged with 2-bromobenzene sulfonyl chloride (153.3 g) and dimethylaminopyridine (7.37 g, 0.1 equiv), purged with argon and cooled in an ice-brine bath. Pyridine (300 mL) was added, and the mixture stirred. A separate flask containing 3-amino-4,5-dimethyl isoxazole, (73.95 g) in anhydrous pyridine3 (300 mL) under argon was cooled in an ice bath. When the internal temperature of the pyridine-bromobenzenesulfonyl chloride solution was ˜−3° C., the isoxazole-pyridine solution wa... Reactants: FC=1C=C(C=CC1C=1SC2=NC(=CC=C2N1)C1(CC1)C1=CC=CC=C1)[C@@H]1C[C@H](N(C1)C(=O)OC(C)(C)C)CO ((2S,4S)-tert-butyl 4-(3-fluoro-4-(5-(1-phenylcyclopropyl)thiazolo[5,4-b]pyridine-2-yl)phenyl)-2-(hydroxymethyl)pyrrolidine-1-carboxylate), FC(C(=O)O)(F)F (trifluoroacetic acid). The solvent is C(Cl)Cl (DCM). Yields the product FC=1C=C(C=CC1C=1SC2=NC(=CC=C2N1)C1(CC1)C1=CC=CC=C1)[C@@H]1C[C@H](NC1)CO (((2S,4S)-4-(3-fluoro-4-(5-(1-phenylcyclopropyl)thiazolo[5,4-b]pyridine-2-yl)phenyl)pyrrolidin-2-yl)methanol). As a reaction SMILES: [F:1][C:2]1[CH:3]=[C:4]([C@H:26]2[CH2:30][N:29](C(OC(C)(C)C)=O)[C@H:28]([CH2:38][OH:39])[CH2:27]2)[CH:5]=[CH:6][C:7]=1[C:8]1[S:9][C:10]2[C:15]([N:16]=1)=[CH:14][CH:13]=[C:12]([C:17]1([C:20]3[CH:25]=[CH:24][CH:23]=[CH:22][CH:21]=3)[CH2:19][CH2:18]1)[N:11]=2.FC(F)(F)C(O)=O>C(Cl)Cl>[F:1][C:2]1[CH:3]=[C:4]([C@H:26]2[CH2:30][NH:29][C@H:28]([CH2:38][OH:39])[CH2:27]2)[CH:5]=[CH:6][C:7]=1[C:8]1[S:9][C:10]2[C:15]([N:16]=1)=[CH:14][CH:13]=[C:12]([C:17]1([C:20]3[CH:25]=[CH:24][CH:23]=[CH:22][CH:21]=3)[CH2:19][CH2:18]1)[N:11]=2. Procedure: (2S,4S)-tert-butyl 4-(3-fluoro-4-(5-(1-phenylcyclopropyl)thiazolo[5,4-b]pyridine-2-yl)phenyl)-2-(hydroxymethyl)pyrrolidine-1-carboxylate (0.084 g, 0.154 mmol) in 2 mL DCM was added trifluoroacetic acid (0.200 mL) After 3 d, the reaction mixture was concentrated, dissolved in DMSO, filtered, and purified by RPHPLC, gradient, 10-100% ACN/TFA in H2O/TFA. Product-containing fractions were concentrated in vacuo to give ((2S,4S)-4-(3-fluoro-4-(5-(1-phenylcyclopropyl)thiazolo[5,4-b]pyridine-2-yl)phenyl...